From a dataset of the Open Reaction Database (ORD), a public repository of structured organic reaction records. describe an organic reaction: reactants, conditions, products, and yield Reactants: F[B-](F)(F)F, NC(=N[N+](=O)[O-])NCCCC(NC(=O)C(c1ccccc1)c1ccccc1)C(=O)O, NCCc1c[nH]cn1, CN(C)C(On1nnc2ccccc21)=[N+](C)C. The product is NC(=N[N+](=O)[O-])NCCCC(NC(=O)C(c1ccccc1)c1ccccc1)C(=O)NCCc1c[nH]cn1. RXN SMILES: [B-:39]([F:40])([F:41])([F:42])[F:43].[NH2:1][C:2]([NH:3][CH2:4][CH2:5][CH2:6][CH:7]([NH:8][C:9]([CH:10]([c:11]1[cH:12][cH:13][cH:14][cH:15][cH:16]1)[c:17]1[cH:18][cH:19][cH:20][cH:21][cH:22]1)=[O:23])[C:24](=[O:25])[OH:26])=[N:27][N+:28](=[O:29])[O-:30].[NH2:31][CH2:32][CH2:33][c:34]1[cH:35][nH:36][cH:37][n:38]1.[n:44]1([O:45][C:46]([N:47]([CH3:48])[CH3:49])=[N+:50]([CH3:51])[CH3:52])[c:53]2[cH:54][cH:55][cH:56][cH:57][c:58]2[n:59][n:60]1>>[NH2:1][C:2]([NH:3][CH2:4][CH2:5][CH2:6][CH:7]([NH:8][C:9]([CH:10]([c:11]1[cH:12][cH:13][cH:14][cH:15][cH:16]1)[c:17]1[cH:18][cH:19][cH:20][cH:21][cH:22]1)=[O:23])[C:24](=[O:26])[NH:31][CH2:32][CH2:33][c:34]1[cH:35][nH:36][cH:37][n:38]1)=[N:27][N+:28](=[O:29])[O-:30]. The reactants are Cc1ccc(Br)c(C(=O)O)c1, O=C(Cl)C(=O)Cl, CN(C)C=O, ClCCl. Yields the product Cc1ccc(Br)c(C(=O)Cl)c1. As a reaction SMILES: [Br:1][c:2]1[c:3]([C:4](=[O:5])[OH:6])[cH:7][c:8]([CH3:11])[cH:9][cH:10]1.[C:12]([Cl:13])(=[O:14])[C:16]([Cl:15])=[O:17].[CH:18]([N:19]([CH3:20])[CH3:21])=[O:22].[Cl:23][CH2:24][Cl:25]>>[Br:1][c:2]1[c:3]([C:4](=[O:5])[Cl:15])[cH:7][c:8]([CH3:11])[cH:9][cH:10]1. Starting materials: C(C)(C)(C)[Si](C1=NC=C(N1C)C(C=1C=C2C(=CC(N(C2=CC1)CC1CC1)=O)C1=CC(=CC=C1)Cl)(O)C1=CC=C(C=C1)Cl)(C)C (6-[[2-(tert-butyl-dimethyl-silanyl)-3-methyl-3H-imidazol-4-yl]-(4-chloro-phenyl)-hydroxy-methyl]-4-(3-chloro-phenyl)-1-cyclopropylmethyl-1H-quinolin-2-one), O (H2O). The reagents and catalysts are [Cl-].C(CCC)[N+](CCCC)(CCCC)CCCC (tetrabutylammonium chloride). Run in C1CCOC1 (THF). Conditions: time 12 hour. The product is ClC=1C=C(C=CC1)C1=CC(N(C2=CC=C(C=C12)C(C=1N(C=NC1)C)(O)C1=CC=C(C=C1)Cl)CC1CC1)=O (4-(3-Chloro-phenyl)-6-[(4-chloro-phenyl)-hydroxy-(3-methyl-3H-imidazol-4-yl)-methyl]-1-cyclopropylmethyl-1H-quinolin-2-one). Isolated yield 65.9%. Reaction SMILES: C([Si](C)(C)[C:6]1[N:10]([CH3:11])[C:9]([C:12]([C:36]2[CH:41]=[CH:40][C:39]([Cl:42])=[CH:38][CH:37]=2)([OH:35])[C:13]2[CH:14]=[C:15]3[C:20](=[CH:21][CH:22]=2)[N:19]([CH2:23][CH:24]2[CH2:26][CH2:25]2)[C:18](=[O:27])[CH:17]=[C:16]3[C:28]2[CH:33]=[CH:32][CH:31]=[C:30]([Cl:34])[CH:29]=2)=[CH:8][N:7]=1)(C)(C)C.O>C1COCC1.[Cl-].C([N+](CCCC)(CCCC)CCCC)CCC>[Cl:34][C:30]1[CH:29]=[C:28]([C:16]2[C:15]3[C:20](=[CH:21][CH:22]=[C:13]([C:12]([C:36]4[CH:37]=[CH:38][C:39]([Cl:42])=[CH:40][CH:41]=4)([OH:35])[C:9]4[N:10]([CH3:11])[CH:6]=[N:7][CH:8]=4)[CH:14]=3)[N:19]([CH2:23][CH:24]3[CH2:26][CH2:25]3)[C:18](=[O:27])[CH:17]=2)[CH:33]=[CH:32][CH:31]=1 |f:3.4|. Procedure details: A solution of 6-[[2-(tert-butyl-dimethyl-silanyl)-3-methyl-3H-imidazol-4-yl]-(4-chloro-phenyl)-hydroxy-methyl]-4-(3-chloro-phenyl)-1-cyclopropylmethyl-1H-quinolin-2-one (4.24 g crude) in THF (100 mL) was treated with tetrabutylammonium chloride (1 M in THF, 10.0 mmol). The reaction mixture was stirred at room temperature for 12 hours, poured into H2O (200 mL), and extracted with ethyl acetate (3×100 mL). The combined organic extracts were washed with 1N HCl (100 mL), aqueous NaHCO3 (100 mL), and... The reactants are C(C)(C)NC(C)C (diisopropylamine), C(CCC)[Li] (n-butyllithium), C1(=CC=CC=C1)C1=C(C(=NO1)C(=O)OC)C(F)(F)F (methyl 5-phenyl-4-(trifluoromethyl)isoxazole-3-carboxylate), C1(=CC=CC=C1)C1=C(C(=NO1)C(=O)OC)C(F)(F)F (methyl 5-phenyl-4-(trifluoromethyl)isoxazole-3-carboxylate), C(=C)C=1C=C2CCC\C(\C2=CC1)=N/O ((E)-6-vinyl-3,4-dihydronaphthalen-1(2H)-one oxime), C(=C)C=1C=C2CCC\C(\C2=CC1)=N/O ((E)-6-vinyl-3,4-dihydronaphthalen-1(2H)-one oxime), O.C1(=CC=C(C=C1)S(=O)(=O)O)C (p-toluenesulfonic acid monohydrate). The solvent is CCCCCCC (heptane), ClCCl (dichloromethane), C1CCOC1 (THF), C1CCOC1 (THF), C1CCOC1 (THF), C1(=CC=CC=C1)C (toluene). Conditions: temperature 0 celsius, time 50 minute. Yields the product C1(=CC=CC=C1)C1=C(C(=NO1)C1=C2C(=NO1)C1=CC=C(C=C1CC2)C=C)C(F)(F)F (3-(5-phenyl-4-(trifluoromethyl)isoxazol-3-yl)-7-vinyl-4,5-dihydronaphtho[1,2-c]isoxazole). Yield: 37.4%. As a reaction SMILES: C(NC(C)C)(C)C.C([Li])CCC.[CH:13]([C:15]1[CH:16]=[C:17]2[C:22](=[CH:23][CH:24]=1)/[C:21](=[N:25]/[OH:26])/[CH2:20][CH2:19][CH2:18]2)=[CH2:14].[C:27]1([C:33]2[O:37][N:36]=[C:35]([C:38](OC)=O)[C:34]=2[C:42]([F:45])([F:44])[F:43])[CH:32]=[CH:31][CH:30]=[CH:29][CH:28]=1.O.C1(C)C=CC(S(O)(=O)=O)=CC=1>C1COCC1.CCCCCCC.ClCCl.C1(C)C=CC=CC=1>[C:27]1([C:33]2[O:37][N:36]=[C:35]([C:38]3[O:26][N:25]=[C:21]4[C:22]5[C:17]([CH2:18][CH2:19][C:20]=34)=[CH:16][C:15]([CH:13]=[CH2:14])=[CH:24][CH:23]=5)[C:34]=2[C:42]([F:45])([F:44])[F:43])[CH:28]=[CH:29][CH:30]=[CH:31][CH:32]=1 |f:4.5|. Procedure: To a stirred solution of diisopropylamine (2.80 mL, 19.62 mmol) in anhydrous THF (15 mL) was added n-butyllithium (7.85 mL, 19.62 mmol) (2.5 M in hexanes) dropwise at 0° C. under a nitrogen atmosphere. The yellow cloudy solution was stirred at the same temperature for 20 min before a solution of 6-vinyl-3,4-dihydronaphthalen-1(2H)-one oxime (Intermediate 1, 1.705 g, 9.11 mmol) in anhydrous THF (7 mL) was added dropwise at 0° C. under nitrogen. The mixture was stirred at 0° C. for 50 min. A solut...